This data is from the Open Reaction Database (ORD), a public repository of structured organic reaction records. The task is: describe an organic reaction: reactants, conditions, products, and yield Reactants: C1(CCCCC1)C1=NC(C(NC2=C1C=CC=C2)=O)N2C(C=1C(C2=O)=CC=CC1)=O ((3RS)-5-cyclohexyl-2,3-dihydro-3-phthalimido-1H-1,4-benzo-diazepin-2-one), ClCC1=NC=CC=C1 (2-chloromethylpyridine), [H-].[Na+] (sodium hydride), [I-].[Na+] (sodium iodide). Run in CN(C=O)C (N,N-dimethylformamide), C(C)(=O)O (acetic acid). Reaction conditions: time 2 hour. The product is C1(CCCCC1)C1=NC(C(N(C2=C1C=CC=C2)CC2=NC=CC=C2)=O)N2C(C=1C(C2=O)=CC=CC1)=O ((3RS)-5-cyclohexyl-2,3-dihydro-3-phthalimido-1-(pyridin-2-yl)methyl-1H-1,4-benzodiazepin-2-one). Reaction SMILES: [H-].[Na+].[CH:3]1([C:9]2[C:15]3[CH:16]=[CH:17][CH:18]=[CH:19][C:14]=3[NH:13][C:12](=[O:20])[CH:11]([N:21]3[C:25](=[O:26])[C:24]4=[CH:27][CH:28]=[CH:29][CH:30]=[C:23]4[C:22]3=[O:31])[N:10]=2)[CH2:8][CH2:7][CH2:6][CH2:5][CH2:4]1.[I-].[Na+].Cl[CH2:35][C:36]1[CH:41]=[CH:40][CH:39]=[CH:38][N:37]=1>CN(C)C=O.C(O)(=O)C>[CH:3]1([C:9]2[C:15]3[CH:16]=[CH:17][CH:18]=[CH:19][C:14]=3[N:13]([CH2:35][C:36]3[CH:41]=[CH:40][CH:39]=[CH:38][N:37]=3)[C:12](=[O:20])[CH:11]([N:21]3[C:22](=[O:31])[C:23]4=[CH:30][CH:29]=[CH:28][CH:27]=[C:24]4[C:25]3=[O:26])[N:10]=2)[CH2:4][CH2:5][CH2:6][CH2:7][CH2:8]1 |f:0.1,3.4|. Procedure: To a suspension of sodium hydride (54 mg of a 64% dispersion of mineral oil) in N,N-dimethylformamide (3 ml) was added slowly (3RS)-5-cyclohexyl-2,3-dihydro-3-phthalimido-1H-1,4-benzo-diazepin-2-one (0.50 g) at ambient temperature and the mixture was stirred for 2 hours under the same condition. To the mixture was added sodium iodide (0.213 g) and followed dropwise a solution of 2-chloromethylpyridine (0.213 g) at the same temperature. The mixture was stirred overnight at ambient temperature To ...